Dataset: the Open Reaction Database (ORD), a public repository of structured organic reaction records. Task: describe an organic reaction: reactants, conditions, products, and yield Reactants: NC[C@@H]1[C@H]2C[C@H]2CN1C(=O)C=1N=C(SC1C1=CC(=CC=C1)Cl)C (((1S,2S,5R)-2-Aminomethyl-3-aza-bicyclo[3.1.0]hex-3-yl)-[5-(3-chloro-phenyl)-2-methyl-thiazol-4-yl]-methanone), CN1N=C(C2=CC=CC=C12)C(=O)O (1-Methyl-1H-indazole-3-carboxylic acid). The product is ClC=1C=C(C=CC1)C1=C(N=C(S1)C)C(=O)N1[C@@H]([C@H]2C[C@H]2C1)CNC(=O)C1=NN(C2=CC=CC=C12)C (1-Methyl-1H-indazole-3-carboxylic Acid{(1S,2S,5R)-3-[5-(3-chloro-phenyl)-2-methyl-thiazole-4-carbonyl]-3-aza-bicyclo[3.1.0]hex-2-ylmethyl}-amide). Reaction SMILES: [NH2:1][CH2:2][C@H:3]1[N:8]([C:9]([C:11]2[N:12]=[C:13]([CH3:23])[S:14][C:15]=2[C:16]2[CH:21]=[CH:20][CH:19]=[C:18]([Cl:22])[CH:17]=2)=[O:10])[CH2:7][C@H:6]2[C@@H:4]1[CH2:5]2.[CH3:24][N:25]1[C:33]2[C:28](=[CH:29][CH:30]=[CH:31][CH:32]=2)[C:27]([C:34](O)=[O:35])=[N:26]1>>[Cl:22][C:18]1[CH:17]=[C:16]([C:15]2[S:14][C:13]([CH3:23])=[N:12][C:11]=2[C:9]([N:8]2[CH2:7][C@H:6]3[C@H:4]([CH2:5]3)[C@H:3]2[CH2:2][NH:1][C:34]([C:27]2[C:28]3[C:33](=[CH:32][CH:31]=[CH:30][CH:29]=3)[N:25]([CH3:24])[N:26]=2)=[O:35])=[O:10])[CH:21]=[CH:20][CH:19]=1. Procedure details: prepared by reaction of ((1S,2S,5R)-2-Aminomethyl-3-aza-bicyclo[3.1.0]hex-3-yl)-[5-(3-chloro-phenyl)-2-methyl-thiazol-4-yl]-methanone with 1-Methyl-1H-indazole-3-carboxylic acid. LC-MS (basic): tR=0.93 min; [M+H]+=506.3. Reactants: C(C)(=O)OC1=CC(=CC=C1)C(=O)NC1=CC(=CC=C1)C(F)(F)F (3-({[3-(trifluoromethyl)phenyl]amino}carbonyl)phenyl acetate). Yield: 98.9%. As a reaction SMILES: C([O:4][C:5]1[CH:10]=[CH:9][CH:8]=[C:7]([C:11]([NH:13][C:14]2[CH:19]=[CH:18][CH:17]=[C:16]([C:20]([F:23])([F:22])[F:21])[CH:15]=2)=[O:12])[CH:6]=1)(=O)C>[OH-].[Na+]>[OH:4][C:5]1[CH:6]=[C:7]([CH:8]=[CH:9][CH:10]=1)[C:11]([NH:13][C:14]1[CH:19]=[CH:18][CH:17]=[C:16]([C:20]([F:21])([F:22])[F:23])[CH:15]=1)=[O:12] |f:1.2|. Yields the product OC=1C=C(C(=O)NC2=CC(=CC=C2)C(F)(F)F)C=CC1 (3-hydroxy-N-[3-(trifluoromethyl)phenyl]benzamide). Reported procedure: Using 3-({[3-(trifluoromethyl)phenyl]amino}carbonyl)phenyl acetate (16.2 g, 50 mmol) and 8N aqueous sodium hydroxide solution (10 mL), and in the same manner as in Example A25(ii), the title compound (13.9 g, 99%) was obtained as a white powder. Solvent: [OH-].[Na+] (sodium hydroxide).